From a dataset of the Open Reaction Database (ORD), a public repository of structured organic reaction records. describe an organic reaction: reactants, conditions, products, and yield Reactants: C(C1=CC=CC=C1)NC1=CC=CC=C1 (N-benzylaniline), CC=1C=C(C=CC1)P(=O)(Cl)Cl (3-methylphenyl phosphonic dichloride). Product: CC=1C=C(C=CC1)P1(N(CC2=C1C=CC=C2)C2=CC=CC=C2)=O (1-(3-methylphenyl)-2-phenyl-2,3-dihydro-1H-2,1-benzazaphosphole-1-oxide). The yield is 26.0%. Reaction SMILES: [CH2:1]([NH:8][C:9]1[CH:14]=[CH:13][CH:12]=[CH:11][CH:10]=1)[C:2]1[CH:7]=[CH:6][CH:5]=[CH:4][CH:3]=1.[CH3:15][C:16]1[CH:17]=[C:18]([P:22](Cl)(Cl)=[O:23])[CH:19]=[CH:20][CH:21]=1>>[CH3:15][C:16]1[CH:17]=[C:18]([P:22]2(=[O:23])[C:3]3[CH:4]=[CH:5][CH:6]=[CH:7][C:2]=3[CH2:1][N:8]2[C:9]2[CH:14]=[CH:13][CH:12]=[CH:11][CH:10]=2)[CH:19]=[CH:20][CH:21]=1. Reported procedure: The procedure of Example 38 was employed utilizing N-benzylaniline and 3-methylphenyl phosphonic dichloride to yield 1-(3-methylphenyl)-2-phenyl-2,3-dihydro-1H-2,1-benzazaphosphole-1-oxide (2.5 g, 26% yield) as a white solid having a melting point of 155°-156° C., and the following analysis: Reactants: BrCC1CC[SiH](CC1)CCC(C)C (4-bromomethyl-1-isopentyl-1-silacyclohexane), FC=1C=C(CBr)C=CC1F (3,4-difluorobenzylbromide), C(C)OP(OCC)OCC (triethylphosphite). The reagents and catalysts are [Cu](I)I (copper iodide). Run in C1CCOC1 (THF), C1CCOC1 (THF). The product is FC=1C=C(C=CC1F)CC[C@@H]1CC[Si@H](CC1)CCC(C)C (trans-4-(2-(3,4-difluorophenyl)ethyl)-1-isopentyl-1-silacyclohexane). The yield is 75.0%. RXN SMILES: Br[CH2:2][CH:3]1[CH2:8][CH2:7][SiH:6]([CH2:9][CH2:10][CH:11]([CH3:13])[CH3:12])[CH2:5][CH2:4]1.[F:14][C:15]1[CH:16]=[C:17]([CH:20]=[CH:21][C:22]=1[F:23])[CH2:18]Br.C(OP(OCC)OCC)C>[Cu](I)I.C1COCC1>[F:14][C:15]1[CH:16]=[C:17]([CH2:18][CH2:2][C@H:3]2[CH2:8][CH2:7][Si@H:6]([CH2:9][CH2:10][CH:11]([CH3:13])[CH3:12])[CH2:5][CH2:4]2)[CH:20]=[CH:21][C:22]=1[F:23]. Reported procedure: 65 ml of a Grignard's reagent (1.0M THF solution) prepared from 4-bromomethyl-1-isopentyl-1-silacyclohexane was dripped into a mixture of 10.4 g (50.2 mmol) of 3,4-difluorobenzylbromide, 200 mg of copper iodide (I), 400 mg of triethylphosphite and 100 ml of THF. After a conventional after treatment, they were separated by means of chromatography to obtain 11.7 g of the target product (yield 75%). Starting materials: C(C)OC(=O)C(C)OC=1N=C2C(=CC(=NC2=CC1)CC)OCC1=CC=C(C=C1)C1=C(C=CC=C1)C=1N=NN(N1)C(C1=CC=CC=C1)(C1=CC=CC=C1)C1=CC=CC=C1 (6-[1-(ethoxycarbonyl)ethoxy]-2-ethyl-4-[(2'-(2-triphenylmethyl-2H-tetrazol-5-yl)biphenyl-4-yl)methoxy]-1,5-naphthyridine), [H-].[Al+3].[Li+].[H-].[H-].[H-] (lithium aluminium hydride), [OH-].[Na+] (sodium hydroxide), O (water), O (Water). Solvent: C1CCOC1 (THF), C1CCOC1 (THF). Conditions: time 20 hour. Yields the product C(C)C1=NC2=CC=C(N=C2C(=C1)OCC1=CC=C(C=C1)C1=C(C=CC=C1)C=1N=NN(N1)C(C1=CC=CC=C1)(C1=CC=CC=C1)C1=CC=CC=C1)OCC(=O)OCC (2-ethyl-6-(ethoxycarbonylmethoxy)-4-[(2'-(2-triphenylmethyl-2H-tetrazol-5-yl)biphenyl-4-yl)methoxy]-1,5-naphthyridine). Isolated yield 90.7%. RXN SMILES: [CH2:1]([O:3][C:4]([CH:6]([O:8][C:9]1[N:10]=[C:11]2[C:16](=[CH:17][CH:18]=1)[N:15]=[C:14]([CH2:19][CH3:20])[CH:13]=[C:12]2[O:21][CH2:22][C:23]1[CH:28]=[CH:27][C:26]([C:29]2[CH:34]=[CH:33][CH:32]=[CH:31][C:30]=2[C:35]2[N:36]=[N:37][N:38]([C:40]([C:53]3[CH:58]=[CH:57][CH:56]=[CH:55][CH:54]=3)([C:47]3[CH:52]=[CH:51][CH:50]=[CH:49][CH:48]=3)[C:41]3[CH:46]=[CH:45][CH:44]=[CH:43][CH:42]=3)[N:39]=2)=[CH:25][CH:24]=1)C)=[O:5])[CH3:2].[H-].[Al+3].[Li+].[H-].[H-].[H-].O.[OH-].[Na+]>C1COCC1>[CH2:19]([C:14]1[CH:13]=[C:12]([O:21][CH2:22][C:23]2[CH:24]=[CH:25][C:26]([C:29]3[CH:34]=[CH:33][CH:32]=[CH:31][C:30]=3[C:35]3[N:36]=[N:37][N:38]([C:40]([C:53]4[CH:58]=[CH:57][CH:56]=[CH:55][CH:54]=4)([C:47]4[CH:48]=[CH:49][CH:50]=[CH:51][CH:52]=4)[C:41]4[CH:46]=[CH:45][CH:44]=[CH:43][CH:42]=4)[N:39]=3)=[CH:27][CH:28]=2)[C:11]2[C:16](=[CH:17][CH:18]=[C:9]([O:8][CH2:6][C:4]([O:3][CH2:1][CH3:2])=[O:5])[N:10]=2)[N:15]=1)[CH3:20] |f:1.2.3.4.5.6,8.9|. Procedure: A solution of 6-[1-(ethoxycarbonyl)ethoxy]-2-ethyl-4-[(2'-(2-triphenylmethyl-2H-tetrazol-5-yl)biphenyl-4-yl)methoxy]-1,5-naphthyridine (1.0 g) in THF (8 ml) was added to a stirred suspension of lithium aluminium hydride (100 mg) in THF (5 ml) at 0° C. The mixture was allowed to warm to ambient temperature and then stirred for 20 hours. Water (0.1 ml), 15% w/v sodium hydroxide solution (0.1 ml) and water (0.3 ml) were added and the mixture was stirred for 30 minutes. The insoluble solid was remov... Reactants: S(N)(OC[C@H]1C[C@H]([C@@H]2OC(O[C@@H]21)(C)C)N2C=CC1=C2N=CN=C1SC1=CC=CC=C1)(=O)=O ({(3aR,4R,6R,6aS)-2,2-Dimethyl-6-[4-(phenylsulfanyl)-7H-pyrrolo[2,3-d]-pyrimidin-7-yl]tetrahydro-3aH-cyclopenta[d][1,3]dioxol-4-yl}methyl sulfamate). Run in FC(C(=O)O)(F)F (trifluoroacetic acid), O (water). Product: S(N)(OC[C@@H]1[C@H]([C@H]([C@@H](C1)N1C=CC2=C1N=CN=C2SC2=CC=CC=C2)O)O)(=O)=O ({(1R,2R,3S,4R)-2,3-Dihydroxy-4-[4-(phenylsulfanyl)-7H-pyrrolo[2,3-d]pyrimidin 7-yl]cyclopentyl}methyl sulfamate). Isolated yield 0.1%. As a reaction SMILES: [S:1](=[O:32])(=[O:31])([O:3][CH2:4][C@@H:5]1[C@@H:12]2[C@@H:8]([O:9]C(C)(C)[O:11]2)[C@H:7]([N:15]2[C:19]3[N:20]=[CH:21][N:22]=[C:23]([S:24][C:25]4[CH:30]=[CH:29][CH:28]=[CH:27][CH:26]=4)[C:18]=3[CH:17]=[CH:16]2)[CH2:6]1)[NH2:2]>FC(F)(F)C(O)=O.O>[S:1](=[O:32])(=[O:31])([O:3][CH2:4][C@H:5]1[CH2:6][C@@H:7]([N:15]2[C:19]3[N:20]=[CH:21][N:22]=[C:23]([S:24][C:25]4[CH:30]=[CH:29][CH:28]=[CH:27][CH:26]=4)[C:18]=3[CH:17]=[CH:16]2)[C@H:8]([OH:9])[C@@H:12]1[OH:11])[NH2:2]. Procedure details: {(3aR,4R,6R,6aS)-2,2-Dimethyl-6-[4-(phenylsulfanyl)-7H-pyrrolo[2,3-d]-pyrimidin-7-yl]tetrahydro-3aH-cyclopenta[d][1,3]dioxol-4-yl}methyl sulfamate (14.4 mg, 30.2 mmol) was stirred in 1.00 mL of 90% trifluoroacetic acid in water for 3 h at rt. The solvent was then removed in vacuo and the resulting oil was purified by silica gel chromatography eluting with a gradient of 60 to 100% EtOAc in hexanes to afford the title compound (7.50 mg, 57%). 1H NMR (400 MHz, CD3OD, δ): 8.45 (s, 1H), 7.66-7.36 (m,... Starting materials: C(=NC(=O)Cl)=O (N-(Chlorocarbonyl)isocyanate), CC1=C(N=C(O1)C1=CC=C(C=C1)C(F)(F)F)COC=1C=C(C=CC1)\C(=C/CNO)\CC ((Z)-N-(3-{3-[5-methyl-2-(4-trifluoromethyl-phenyl)-oxazol-4-ylmethoxy]-phenyl}-pent-2-enyl)-hydroxylamine), Cl (HCl). Run in C1CCOC1 (THF). Reaction conditions: time 30 minute. Product: CC1=C(N=C(O1)C1=CC=C(C=C1)C(F)(F)F)COC=1C=C(C=CC1)/C(=C/CN1OC(NC1=O)=O)/CC ((E)-2-(3-{3-[5-methyl-2-(4-trifluoromethyl-phenyl)-oxazol-4-ylmethoxy]-phenyl}-pent-2-enyl)-[1,2,4]oxadiazolidine-3,5-dione). Yield: 63.8%. Reaction SMILES: [C:1](=[O:6])=[N:2][C:3](Cl)=[O:4].[CH3:7][C:8]1[O:12][C:11]([C:13]2[CH:18]=[CH:17][C:16]([C:19]([F:22])([F:21])[F:20])=[CH:15][CH:14]=2)=[N:10][C:9]=1[CH2:23][O:24][C:25]1[CH:26]=[C:27](/[C:31](/[CH2:36][CH3:37])=[CH:32]\[CH2:33][NH:34][OH:35])[CH:28]=[CH:29][CH:30]=1.Cl>C1COCC1>[CH3:7][C:8]1[O:12][C:11]([C:13]2[CH:18]=[CH:17][C:16]([C:19]([F:21])([F:20])[F:22])=[CH:15][CH:14]=2)=[N:10][C:9]=1[CH2:23][O:24][C:25]1[CH:26]=[C:27](/[C:31](/[CH2:36][CH3:37])=[CH:32]/[CH2:33][N:34]2[C:3](=[O:4])[NH:2][C:1](=[O:6])[O:35]2)[CH:28]=[CH:29][CH:30]=1. Procedure details: N-(Chlorocarbonyl)isocyanate (0.12 ml, 1.5 mmol) was added dropwise to a cold (-5° C.) mixture of (Z)-N-(3-{3-[5-methyl-2-(4-trifluoromethyl-phenyl)-oxazol-4-ylmethoxy]-phenyl}-pent-2-enyl)-hydroxylamine (0.65 g, 1.5 mmol) in THF (10 ml). The mixture was stirred for 30 minutes, then poured into HCl (1N) and extracted with EtOAc. The organic extracts were dried over MgSO4. Evaporation and purification by flash chromatography on acid washed (5% H3PO4 /MeOH) silica gel (hexane/EtOAc 2/1) gave a whi... The reactants are O=C([O-])O, C1CCOC1, N, [Na+], Cc1ccc(S(=O)(=O)OCCOc2ccc3[nH]nc(S(=O)(=O)c4ccccc4)c3c2)cc1. Yields the product NCCOc1ccc2[nH]nc(S(=O)(=O)c3ccccc3)c2c1. Reaction SMILES: [C:34](=[O:35])([OH:36])[O-:37].[CH2:39]1[O:40][CH2:41][CH2:42][CH2:43]1.[NH3:1].[Na+:38].[c:2]1([S:8](=[O:9])(=[O:10])[c:11]2[n:12][nH:13][c:14]3[cH:15][cH:16][c:17]([O:20][CH2:21][CH2:22][O:23][S:24]([c:25]4[cH:26][cH:27][c:28]([CH3:29])[cH:30][cH:31]4)(=[O:32])=[O:33])[cH:18][c:19]23)[cH:3][cH:4][cH:5][cH:6][cH:7]1>>[NH2:1][CH2:22][CH2:21][O:20][c:17]1[cH:16][cH:15][c:14]2[nH:13][n:12][c:11]([S:8]([c:2]3[cH:3][cH:4][cH:5][cH:6][cH:7]3)(=[O:9])=[O:10])[c:19]2[cH:18]1.